Dataset: the Open Reaction Database (ORD), a public repository of structured organic reaction records. Task: describe an organic reaction: reactants, conditions, products, and yield Reactants: CC1=C(C=CC=C1[N+](=O)[O-])O (2-methyl-3-nitrophenol). Reagents/catalysts: [Pd] (palladium on charcoal). Solvent: C(C)O (ethanol). Product: CC1=C(C=CC=C1N)O (2-methyl-3-aminophenol). Isolated yield 100.1%. As a reaction SMILES: [CH3:1][C:2]1[C:7]([N+:8]([O-])=O)=[CH:6][CH:5]=[CH:4][C:3]=1[OH:11]>C(O)C.[Pd]>[CH3:1][C:2]1[C:7]([NH2:8])=[CH:6][CH:5]=[CH:4][C:3]=1[OH:11]. Procedure details: 2-methyl-3-nitrophenol (25 g, 0.163 mol) was dissolved in 170 ml of absolute ethanol in a 1 l Parr hydrogenation flask. The flask was purged with nitrogen. 10% palladium on charcoal (1.73 g, 1.6 mmol) was added and the mixture was hydrogenated (40 psi H2) for 1.5 hr in a Parr apparatus. The flask was evacuated and purged with nitrogen. The catalyst was removed by filtration through a Whatman GF/F filter. After removal of the ethanol at reduced pressure, 20.1 g (100% yield) of 2-methyl-3-aminophe...